This data is from the Open Reaction Database (ORD), a public repository of structured organic reaction records. The task is: describe an organic reaction: reactants, conditions, products, and yield Reactants: COC=1C=C(C=CC1)C1C(N(CCCC1)C)=O (3-(3-methoxy-phenyl)-1-methyl-azepan-2-one). The solvent is Br (HBr), CCOC(=O)C (EtOAc). The product is OC=1C=C(C=CC1)C1C(N(CCCC1)C)=O (3-(3-hydroxy-phenyl)-1-methyl-azepan-2-one). Reaction SMILES: C[O:2][C:3]1[CH:4]=[C:5]([CH:9]2[CH2:15][CH2:14][CH2:13][CH2:12][N:11]([CH3:16])[C:10]2=[O:17])[CH:6]=[CH:7][CH:8]=1>Br.CCOC(C)=O>[OH:2][C:3]1[CH:4]=[C:5]([CH:9]2[CH2:15][CH2:14][CH2:13][CH2:12][N:11]([CH3:16])[C:10]2=[O:17])[CH:6]=[CH:7][CH:8]=1. Procedure: 3-(3-Methoxy-phenyl)-1-methyl-azepan-2-one (as described in Step A above) (1.067 g, 4.58 mmol) was refluxed in 48% HBr (5 mL) for 1 h. The reaction was diluted with EtOAc, washed with H2O, brine, dried (MgSO4), and concentrated to give the title compound. Reactants: I.C1(CCCCC1)C1=CC=C(C=C1)NC(SC)=N (N-(4-cyclohexylphenyl)-S-methyl-isothiourea hydroiodide), NCCCN (1,3-diaminopropane). Run in C(CCCC)O (amyl alcohol). Product: C1(CCCCC1)C1=CC=C(C=C1)N=C1NCCCN1 (2-(4-cyclohexylphenyl)imino-hexahydropyrimidine). Reaction SMILES: I.[CH:2]1([C:8]2[CH:13]=[CH:12][C:11]([NH:14][C:15](=[NH:18])SC)=[CH:10][CH:9]=2)[CH2:7][CH2:6][CH2:5][CH2:4][CH2:3]1.[NH2:19][CH2:20][CH2:21][CH2:22]N>C(O)CCCC>[CH:2]1([C:8]2[CH:13]=[CH:12][C:11]([N:14]=[C:15]3[NH:18][CH2:22][CH2:21][CH2:20][NH:19]3)=[CH:10][CH:9]=2)[CH2:7][CH2:6][CH2:5][CH2:4][CH2:3]1 |f:0.1|. Procedure: A solution of 3.6 g of N-(4-cyclohexylphenyl)-S-methyl-isothiourea hydroiodide and 1 ml of 1,3-diaminopropane in 15 ml of amyl alcohol is refluxed for 21/2 hours. After distilling off the solvent the residue is taken up in methylene chloride and washed with dilute alkaline solution and water. The methylene chloride is distilled off and the crude final product is recrystallised from acetonitrile. The resulting 2-(4-cyclohexylphenyl)imino-hexahydropyrimidine has a melting point of 179°-181° C.